From a dataset of the Open Reaction Database (ORD), a public repository of structured organic reaction records. describe an organic reaction: reactants, conditions, products, and yield The reactants are O (water), crude material, ClC1=C2N=CN(C2=NC(=N1)C)C1OCCCC1 (6-Chloro-2-methyl-9-(tetrahydro-2H-pyran-2-yl)-9H-purine), ClC=1C=C(C(=NC1)F)B(O)O (5-chloro-2-fluoropyridin-3-ylboronic acid), C(C)(=O)[O-].[K+] (Potassium acetate). The solvent is C1CCOC1 (THF). Run at temperature 90 celsius, time 2 hour. Yields the product ClC=1C=C(C(=NC1)F)C1=C2N=CN(C2=NC(=N1)C)C1OCCCC1 (6-(5-chloro-2-fluoropyridin-3-yl)-2-methyl-9-(tetrahydro-2H-pyran-2-yl)-9H-purine). The yield is 72.9%. RXN SMILES: Cl[C:2]1[N:10]=[C:9]([CH3:11])[N:8]=[C:7]2[C:3]=1[N:4]=[CH:5][N:6]2[CH:12]1[CH2:17][CH2:16][CH2:15][CH2:14][O:13]1.[Cl:18][C:19]1[CH:20]=[C:21](B(O)O)[C:22]([F:25])=[N:23][CH:24]=1.C([O-])(=O)C.[K+].O>C1COCC1>[Cl:18][C:19]1[CH:20]=[C:21]([C:2]2[N:10]=[C:9]([CH3:11])[N:8]=[C:7]3[C:3]=2[N:4]=[CH:5][N:6]3[CH:12]2[CH2:17][CH2:16][CH2:15][CH2:14][O:13]2)[C:22]([F:25])=[N:23][CH:24]=1 |f:2.3|. Reported procedure: 6-Chloro-2-methyl-9-(tetrahydro-2H-pyran-2-yl)-9H-purine (0.500 g, 1.979 mmol) and 5-chloro-2-fluoropyridin-3-ylboronic acid (1.388 g, 7.91 mmol) (Combi-Blocks, Inc., San Diego, Calif.) in THF (25 ml) were added to a 100 mL round-bottomed flask. Potassium acetate (0.583 g, 5.94 mmol) was added to the mixture, followed by water (1 mL). The mixture was evacuated, then backfilled with Nitrogen gas. Then bis(di-tert-butyl (4-dimethylaminophenyl)phosphine)dichloropalladium(II) (0.050 g) (Aldrich, St....